This data is from the Open Reaction Database (ORD), a public repository of structured organic reaction records. The task is: describe an organic reaction: reactants, conditions, products, and yield Reactants: [K+], O=[N+]([O-])[O-], O=c1[nH]c2cc(C(F)(F)F)ccc2n1-c1cc(C(F)(F)F)ccc1O, O=S(=O)(O)O. Yields the product O=c1[nH]c2cc(C(F)(F)F)ccc2n1-c1cc(C(F)(F)F)cc([N+](=O)[O-])c1O. RXN SMILES: [K+:26].[O-:27][N+:28]([O-:29])=[O:30].[OH:1][c:2]1[c:3](-[n:12]2[c:13](=[O:25])[nH:14][c:15]3[c:16]2[cH:17][cH:18][c:19]([C:21]([F:22])([F:23])[F:24])[cH:20]3)[cH:4][c:5]([C:8]([F:9])([F:10])[F:11])[cH:6][cH:7]1.[S:31](=[O:32])(=[O:33])([OH:34])[OH:35]>>[OH:1][c:2]1[c:3](-[n:12]2[c:13](=[O:25])[nH:14][c:15]3[c:16]2[cH:17][cH:18][c:19]([C:21]([F:22])([F:23])[F:24])[cH:20]3)[cH:4][c:5]([C:8]([F:9])([F:10])[F:11])[cH:6][c:7]1[N+:28](=[O:27])[O-:29]. The reactants are BrC1=CC=C2C=CC=NC2=C1 (7-bromoquinoline), CNC1=CC=C(C=C1)B1OC(C(O1)(C)C)(C)C (N-methyl-4-(4,4,5,5-tetramethyl-1,3,2-dioxaborolan-2-yl)aniline). Product: CNC1=CC=C(C=C1)C1=CC=C2C=CC=NC2=C1 (N-Methyl-4-(quinolin-7-yl)aniline). Reaction SMILES: Br[C:2]1[CH:11]=[C:10]2[C:5]([CH:6]=[CH:7][CH:8]=[N:9]2)=[CH:4][CH:3]=1.[CH3:12][NH:13][C:14]1[CH:19]=[CH:18][C:17](B2OC(C)(C)C(C)(C)O2)=[CH:16][CH:15]=1>>[CH3:12][NH:13][C:14]1[CH:19]=[CH:18][C:17]([C:2]2[CH:11]=[C:10]3[C:5]([CH:6]=[CH:7][CH:8]=[N:9]3)=[CH:4][CH:3]=2)=[CH:16][CH:15]=1. Reported procedure: N-Methyl-4-(quinolin-7-yl)aniline T515 was prepared using general procedure A from 7-bromoquinoline (41 mg, 0.2 mmol) and N-methyl-4-(4,4,5,5-tetramethyl-1,3,2-dioxaborolan-2-yl)aniline (46 mg, 0.2 mmol). T515 was obtained as a yellow wax (18 mg, 38%). 1H NMR (400 MHz, CDCl3): δ 8.90 (dd, J=4.0, 1.2 Hz, 1H), 8.26 (m, 1H), 8.13 (m, 1H), 7.82-7.81 (m, 2H), 7.64 (m, 2H), 7.34 (dd, J=8.4, 4.4 Hz, 1H), 6.73 (m, 2H), 2.90 (s, 3H); MS (ESI): 235 (M+H+). The reactants are C(C)(C)(C)OC(=O)N[C@@H]1C(N([C@@H](C1)C)CC(=O)O)=O ((3(S)-tert-butoxycarbonylamino-5(R)-methyl-2-oxo-pyrrolidin-1-yl)-acetic acid), 2-9, C(CCl)Cl (EDC), C=1C=CC2=C(C1)N=NN2O (HOBT), CN1CCOCC1 (NMM), CCOC(=O)C (EtOAc). Solvent: CC#N (CH3CN). Run at time 20 hour. Yields the product C(C)OC(C[C@H](N(C(C)=O)N1C([C@H](C[C@H]1C)NC(=O)OC(C)(C)C)=O)C#C)=O ((3(S)-tert-butoxycarbonylamino-5(R)-methyl-2-oxo-pyrrolidin-1-yl)-acetyl-3(S)-ethynyl-β-alanine ethyl ester). As a reaction SMILES: [C:1]([O:5][C:6]([NH:8][C@H:9]1[CH2:13][C@@H:12]([CH3:14])[N:11](CC(O)=O)[C:10]1=[O:19])=[O:7])([CH3:4])([CH3:3])[CH3:2].C(Cl)CCl.C1C=C[C:27]2[N:32](O)N=N[C:28]=2[CH:29]=1.CN1CC[O:38][CH2:37][CH2:36]1.[CH3:41][CH2:42][O:43][C:44]([CH3:46])=[O:45]>CC#N>[CH2:42]([O:43][C:44](=[O:45])[CH2:46][C@@H:27]([C:28]#[CH:29])[N:32]([N:11]1[C@H:12]([CH3:14])[CH2:13][C@H:9]([NH:8][C:6]([O:5][C:1]([CH3:2])([CH3:3])[CH3:4])=[O:7])[C:10]1=[O:19])[C:37](=[O:38])[CH3:36])[CH3:41]. Procedure: A mixture of 13-9 (440 mg, 1.62 mmol), 2-9 (290 mg, 1.62 mmol), EDC (373 mg, 1.94 mmol), HOBT (262 mg, 1.94 mmol) and NMM (1.20 mL, 11.34 mmol) in CH3CN (5 mL) was stirred for 20 h. The mixture was diluted with EtOAc, washed with sat. NaHCO3, brine, and dried over MgSO4. Following evaporative removal of the solvent, the residue was chromatographed (silica gel, EtOAc) to give 13-10 as a colorless foam. Starting materials: C1CCN([C@@H](C1)C(=O)N[C@@H](CCCN=C(N)N)C(=O)NC2=CC=C(C=C2)[N+](=O)[O-])C(=O)[C@@H](CC3=CC=CC=C3)N (S-2238), 0.2. The solvent is C(C(CO)(CO)N)O.Cl (Tris hydrochloric acid). Conditions: time 5 minute. The product is [N+](=O)([O-])C1=CC=C(N)C=C1 (p-nitroaniline). As a reaction SMILES: C1C[C@@H](C(N[C@H](C([NH:20][C:21]2[CH:26]=[CH:25][C:24]([N+:27]([O-:29])=[O:28])=[CH:23][CH:22]=2)=O)CCCN=C(N)N)=O)N(C([C@H](N)CC2C=CC=CC=2)=O)CC1>C(O)C(N)(CO)CO.Cl>[N+:27]([C:24]1[CH:25]=[CH:26][C:21]([NH2:20])=[CH:22][CH:23]=1)([O-:29])=[O:28] |f:1.2|. Procedure: An inhibitor sample is dissolved in a 0.05 M Tris-hydrochloric acid buffer solution (pH=8.3) to make a total volume of 400 μl. To this solution, 50 μl of a 0.2 mM S-2238 solution is added and the mixture is incubated at a temperature of 37° C. for 5 minutes in a constant temperature bath. Then, 50 μl of a 0.2 unit/ml bovine thrombin solution is added thereto and the absorbance, at 405 nm, of the p-nitroaniline formed per minute is determined at a temperature of 37° C. by using the so-called init... Yields the product COC=1C=C2C=CN(C2=CC1)NC(=O)C=1C(=NC(=NC1)C1=NC=CC=C1)C (4-Methyl-2-pyridin-2-yl-pyrimidine-5-carboxylic acid (5-methoxy-indol-1-yl)-amide). Reactants: N1(C=CC2=NC=CC=C21)N (pyrrolo[3,2-b]pyridine-1-ylamine), COC=1C=C2C=CN(C2=CC1)NC(=O)C=1C=NC(=NC1)C1=NC=CC=C1 (2-pyridin-2-yl-pyrimidine-5-carboxylic acid (5-methoxy-indol-1-yl)-amide). Conditions: temperature 150 celsius, time 1 hour. Procedure: Following procedures similar to those of Example 127, but substituting 5-methoxy-indol-1-ylamine for pyrrolo[3,2-b]pyridine-1-ylamine, and the reaction is stirred at 150° C. for 1 h, there is prepared 2-pyridin-2-yl-pyrimidine-5-carboxylic acid (5-methoxy-indol-1-yl)-amide (22%) as a solid. MS: 360 (M+H); 1H NMR (300 MHz, CD3OD): δ 2.88 (s, 3H), 3.84 (s, 3H), 6.50 (d, H) 6.90 (m, H), 7.13 (d, H), 7.25-7.34 (m, 2H), 7.60 (m, H), 8.05 (m, H), 8.65 (d, H), 8.79 (d, H), 9.20 (s, 2H). As a reaction SMILES: N1(N)C2C(=NC=CC=2)C=[CH:2]1.[CH3:11][O:12][C:13]1[CH:14]=[C:15]2[C:19](=[CH:20][CH:21]=1)[N:18]([NH:22][C:23]([C:25]1[CH:26]=[N:27][C:28]([C:31]3[CH:36]=[CH:35][CH:34]=[CH:33][N:32]=3)=[N:29][CH:30]=1)=[O:24])[CH:17]=[CH:16]2>>[CH3:11][O:12][C:13]1[CH:14]=[C:15]2[C:19](=[CH:20][CH:21]=1)[N:18]([NH:22][C:23]([C:25]1[C:26]([CH3:2])=[N:27][C:28]([C:31]3[CH:36]=[CH:35][CH:34]=[CH:33][N:32]=3)=[N:29][CH:30]=1)=[O:24])[CH:17]=[CH:16]2. The product is CN(C1=NC=CC=C1)CCOC1=CC=C(C=O)C=C1 (4-[2-(N-Methyl-N-(2-pyridyl)amino)ethoxy]benzaldehyde). Starting materials: CN(C1=NC=CC=C1)CCO (2-(N-methyl-N-(2-pyridyl)amino)ethanol), FC1=CC=C(C=O)C=C1 (4-fluorobenzaldehyde). As a reaction SMILES: [CH3:1][N:2]([CH2:9][CH2:10][OH:11])[C:3]1[CH:8]=[CH:7][CH:6]=[CH:5][N:4]=1.F[C:13]1[CH:20]=[CH:19][C:16]([CH:17]=[O:18])=[CH:15][CH:14]=1>>[CH3:1][N:2]([CH2:9][CH2:10][O:11][C:13]1[CH:20]=[CH:19][C:16]([CH:17]=[O:18])=[CH:15][CH:14]=1)[C:3]1[CH:8]=[CH:7][CH:6]=[CH:5][N:4]=1. Reported procedure: The title compound was prepared from 2-(N-methyl-N-(2-pyridyl)amino)ethanol (8.9 g) and 4-fluorobenzaldehyde by a similar procedure to that described in Preparation 22. Starting materials: CC1(CCCN2CCN(C(c3ccccc3)c3ccccc3)CC2)OCCO1, C1CCOC1, Cl. Yields the product CC(=O)CCCN1CCN(C(c2ccccc2)c2ccccc2)CC1. As a reaction SMILES: [CH2:1]1[O:2][C:4]([CH3:5])([CH2:6][CH2:7][CH2:8][N:9]2[CH2:10][CH2:11][N:12]([CH:15]([c:16]3[cH:17][cH:18][cH:19][cH:20][cH:21]3)[c:22]3[cH:23][cH:24][cH:25][cH:26][cH:27]3)[CH2:13][CH2:14]2)[O:3][CH2:28]1.[CH2:30]1[O:31][CH2:32][CH2:33][CH2:34]1.[ClH:29]>>[O:3]=[C:4]([CH3:5])[CH2:6][CH2:7][CH2:8][N:9]1[CH2:10][CH2:11][N:12]([CH:15]([c:16]2[cH:17][cH:18][cH:19][cH:20][cH:21]2)[c:22]2[cH:23][cH:24][cH:25][cH:26][cH:27]2)[CH2:13][CH2:14]1. Starting materials: N1CC(C1)C1=CC(=NN1)NC=1C(N(C=C(C1)Br)C)=O (3-(5-(Azetidin-3-yl)-1H-pyrazol-3-ylamino)-5-bromo-1-methylpyridin-2(1H)-one), C=O (CH2O), [OH-].[Na+] (NaOH), [BH4-].[Na+] (NaBH4). Run in CO (methanol), C(C)(=O)O (acetic acid). Product: BrC=1C=C(C(N(C1)C)=O)NC1=NNC(=C1)C1CN(C1)C (5-Bromo-1-methyl-3-(5-(1-methylazetidin-3-yl)-1H-pyrazol-3-ylamino)pyridine-2(1H)-one). Isolated yield 50.0%. As a reaction SMILES: [NH:1]1[CH2:4][CH:3]([C:5]2[NH:9][N:8]=[C:7]([NH:10][C:11]3[C:12](=[O:19])[N:13]([CH3:18])[CH:14]=[C:15]([Br:17])[CH:16]=3)[CH:6]=2)[CH2:2]1.[CH2:20]=O.[BH4-].[Na+].[OH-].[Na+]>CO.C(O)(=O)C>[Br:17][C:15]1[CH:16]=[C:11]([NH:10][C:7]2[CH:6]=[C:5]([CH:3]3[CH2:4][N:1]([CH3:20])[CH2:2]3)[NH:9][N:8]=2)[C:12](=[O:19])[N:13]([CH3:18])[CH:14]=1 |f:2.3,4.5|. Reported procedure: To a solution of 3-(5-(azetidin-3-yl)-1H-pyrazol-3-ylamino)-5-bromo-1-methylpyridin-2(1H)-one 168a (crude, 2.36 mmol) in methanol (30 mL) and acetic acid (5 mL) at 0° C., was added CH2O (30% wt in H2O) (12 g, 120 mmol), followed by the addition of NaBH4 (1.8 g, 47.2 mmol) in small portions over the period of 1 h at 0° C. After the reaction was finished, the mixture was adjusted to pH>7 with 2N aq. NaOH. It was then extracted with methylene chloride (60 mL×3), dried over Na2SO4 and, concentrated ... The reactants are [H-].[Na+] (NaH), CC1=NC(=C2NC=NC2=N1)S (2-methyl-6-mercaptopurine), CO (MeOH), ClCC(CN1CCN(CC1)C(C1=CC=C(C=C1)F)C1=CC=C(C=C1)F)O (1-(1-chloro-2-hydroxy-3-propanyl)-4-(4,4'- difluorobenzhydryl)piperazine). The solvent is CN(C)C=O (DMF), CN(C)C=O (DMF), C(Cl)Cl (CH2Cl2), CN(C)C=O (DMF). Run at time 3 day. The product is CC1=NC(=C2NC=NC2=N1)SCC(CN1CCN(CC1)C(C1=CC=C(C=C1)F)C1=CC=C(C=C1)F)O (2-Methyl-6-[1-[1-[bis(4-fluorophenyl)methyl]piperazin-4-yl]-2-hydroxy-3-propanylthio]purine). Yield: 23.7%. Reaction SMILES: [H-].[Na+].[CH3:3][C:4]1[N:12]=[C:11]2[C:7]([NH:8][CH:9]=[N:10]2)=[C:6]([SH:13])[N:5]=1.Cl[CH2:15][CH:16]([OH:39])[CH2:17][N:18]1[CH2:23][CH2:22][N:21]([CH:24]([C:32]2[CH:37]=[CH:36][C:35]([F:38])=[CH:34][CH:33]=2)[C:25]2[CH:30]=[CH:29][C:28]([F:31])=[CH:27][CH:26]=2)[CH2:20][CH2:19]1.CO>CN(C=O)C.C(Cl)Cl>[CH3:3][C:4]1[N:12]=[C:11]2[C:7]([NH:8][CH:9]=[N:10]2)=[C:6]([S:13][CH2:15][CH:16]([OH:39])[CH2:17][N:18]2[CH2:19][CH2:20][N:21]([CH:24]([C:32]3[CH:33]=[CH:34][C:35]([F:38])=[CH:36][CH:37]=3)[C:25]3[CH:26]=[CH:27][C:28]([F:31])=[CH:29][CH:30]=3)[CH2:22][CH2:23]2)[N:5]=1 |f:0.1|. Reported procedure: To NaH (2.4 mmol, 115 mg, 50% in oil, pentane washed and decanted), in DMF (5 mL) was added 2-methyl-6-mercaptopurine (400 mg, 2.4 mmol) in portions, at 0° After stirring 2 h 1-(1-chloro-2-hydroxy-3-propanyl)-4-(4,4'- difluorobenzhydryl)piperazine (2.4 mmol, 0.914 g) was added in DMF (5 mL) dropwise over 15 min, at 0° C., under nitrogen. After three days, the solution was filtered and the DMF removed from the filtrate in vacuo (vacuum oven, 1 mm Hg, 60° C.) to give the crude product. Silica gel ... Starting materials: C(C)(C)NC (isopropylmethylamine), [N+](=O)([O-])C=1C=C(C=CC1)S(=O)(=O)Cl (3-nitrobenzenesulfonyl chloride), [OH-].[K+] (Potassium hydroxide). Solvent: C1CCOC1 (THF), O (water), C1CCOC1 (THF). Reaction conditions: temperature 0 celsius. The product is C(C)(C)N(S(=O)(=O)C1=CC(=CC=C1)[N+](=O)[O-])C (N-(isopropyl)-N-(methyl)-3-nitrobenzenesulfonamide). Reaction SMILES: [CH:1]([NH:4][CH3:5])([CH3:3])[CH3:2].[OH-].[K+].[N+:8]([C:11]1[CH:12]=[C:13]([S:17](Cl)(=[O:19])=[O:18])[CH:14]=[CH:15][CH:16]=1)([O-:10])=[O:9]>O.C1COCC1>[CH:1]([N:4]([CH3:5])[S:17]([C:13]1[CH:14]=[CH:15][CH:16]=[C:11]([N+:8]([O-:10])=[O:9])[CH:12]=1)(=[O:18])=[O:19])([CH3:3])[CH3:2] |f:1.2|. Reported procedure: A 250 mL round bottom flask was equipped with a magnetic stirrer. The flask was charged with isopropylmethylamine (0.85 g, 11.6 mmol) followed by THF (50 mL). The mixture was cooled to 0° C. by placing the flask in an ice bath. Potassium hydroxide (23.2 mmol) was dissolved in water (20 mL) and added to the flask. An addition funnel was installed and charged with 3-nitrobenzenesulfonyl chloride (11.6 mmol) in THF (40 mL). The solution was added dropwise over 20 minutes, then the ice bath was remo...